From a dataset of the Open Reaction Database (ORD), a public repository of structured organic reaction records. describe an organic reaction: reactants, conditions, products, and yield Starting materials: C1(CCCC1)N(C(NC=1SC(=CN1)SCC(=O)O)=O)[C@@H]1CC[C@H](CC1)CC ({2-[3-cyclopentyl-3-(trans-4-ethyl-cyclohexyl)-ureido]-thiazol-5-ylsulfanyl}-acetic acid), C1(CCCCC1)NC1CCC(CC1)C1=CC=CC=C1 (cyclohexyl-(4-phenyl-cyclohexyl)-amine), C(C)OC(C(C)(C)SC1=CN=C(S1)N)=O (2-(2-amino-thiazol-5-ylsulfanyl)-2-methyl-propionic acid ethyl ester). The product is C1(CCCCC1)N(C(NC=1SC(=CN1)SC(C(=O)O)(C)C)=O)C1CCC(CC1)C1=CC=CC=C1 (2-{2-[3-Cyclohexyl-3-(4-phenyl-cyclohexyl)-ureido]-thiazol-5-ylsulfanyl}-2-methyl-propionic acid). Reaction SMILES: C1(N([C@H]2CC[C@H](CC)CC2)C(=O)NC2SC(SC[C:16](O)=[O:17])=CN=2)CCCC1.[CH:28]1([NH:34][CH:35]2[CH2:40][CH2:39][CH:38]([C:41]3[CH:46]=[CH:45][CH:44]=[CH:43][CH:42]=3)[CH2:37][CH2:36]2)[CH2:33][CH2:32][CH2:31][CH2:30][CH2:29]1.C([O:49][C:50](=[O:61])[C:51]([S:54][C:55]1[S:59][C:58]([NH2:60])=[N:57][CH:56]=1)([CH3:53])[CH3:52])C>>[CH:28]1([N:34]([CH:35]2[CH2:36][CH2:37][CH:38]([C:41]3[CH:42]=[CH:43][CH:44]=[CH:45][CH:46]=3)[CH2:39][CH2:40]2)[C:16](=[O:17])[NH:60][C:58]2[S:59][C:55]([S:54][C:51]([CH3:53])([CH3:52])[C:50]([OH:49])=[O:61])=[CH:56][N:57]=2)[CH2:29][CH2:30][CH2:31][CH2:32][CH2:33]1. Procedure details: Prepared in a similar manner to {2-[3-cyclopentyl-3-(trans-4-ethyl-cyclohexyl)-ureido]-thiazol-5-ylsulfanyl}-acetic acid via cyclohexyl-(4-phenyl-cyclohexyl)-amine and 2-(2-amino-thiazol-5-ylsulfanyl)-2-methyl-propionic acid ethyl ester. Starting materials: ClC=1C=CC(=NC1)[C@](CC1=CC=CC=C1)(C1=CC(=CC(=C1)OC(C(F)F)(F)F)F)NC(C=C(C(F)(F)F)C(F)(F)F)=O ((S)-N-(1-(5-chloropyridin-2-yl)-1-(3-fluoro-5-(1,1,2,2-tetrafluoroethoxy)phenyl)-2-phenylethyl)-4,4,4-trifluoro-3-(trifluoromethyl)but-2-enamide), C1(=CC=CC=C1)C1=CC=[N+](C=C1)[O-] (4-phenyl pyridine N-oxide), [O-]Cl.[Na+] (NaOCl). The solvent is C(C)#N (acetonitrile). Conditions: temperature 0 celsius, time 10 minute. The product is ClC=1C=CC(=NC1)[C@](CC1=CC=CC=C1)(C1=CC(=CC(=C1)OC(C(F)F)(F)F)F)NC(=O)C1OC1(C(F)(F)F)C(F)(F)F (N-((S)-1-(5-chloropyridin-2-yl)-1-(3-fluoro-5-(1,1,2,2-tetrafluoroethoxy)phenyl)-2-phenylethyl)-3,3-bis(trifluoromethyl)oxirane-2-carboxamide). Yield: 92.0%. Reaction SMILES: [Cl:1][C:2]1[CH:3]=[CH:4][C:5]([C@@:8]([NH:30][C:31](=[O:42])[CH:32]=[C:33]([C:38]([F:41])([F:40])[F:39])[C:34]([F:37])([F:36])[F:35])([C:16]2[CH:21]=[C:20]([O:22][C:23]([F:28])([F:27])[CH:24]([F:26])[F:25])[CH:19]=[C:18]([F:29])[CH:17]=2)[CH2:9][C:10]2[CH:15]=[CH:14][CH:13]=[CH:12][CH:11]=2)=[N:6][CH:7]=1.C1(C2C=C[N+]([O-:55])=CC=2)C=CC=CC=1.[O-]Cl.[Na+]>C(#N)C>[Cl:1][C:2]1[CH:3]=[CH:4][C:5]([C@@:8]([NH:30][C:31]([CH:32]2[C:33]([C:38]([F:39])([F:41])[F:40])([C:34]([F:35])([F:36])[F:37])[O:55]2)=[O:42])([C:16]2[CH:21]=[C:20]([O:22][C:23]([F:27])([F:28])[CH:24]([F:26])[F:25])[CH:19]=[C:18]([F:29])[CH:17]=2)[CH2:9][C:10]2[CH:11]=[CH:12][CH:13]=[CH:14][CH:15]=2)=[N:6][CH:7]=1 |f:2.3|. Reported procedure: At 0° C., to a solution of (S)-N-(1-(5-chloropyridin-2-yl)-1-(3-fluoro-5-(1,1,2,2-tetrafluoroethoxy)phenyl)-2-phenylethyl)-4,4,4-trifluoro-3-(trifluoromethyl)but-2-enamide (260 mg, 0.41 mmol) and 4-phenyl pyridine N-oxide (56 mg, 0.33 mmol) in acetonitrile (16 mL) was added NaOCl solution (363 uL, chlorine wt % 10-3%, 1.23 mmol). The reaction mixture was stirred at 0° C. for 10 min, then at room temperature for 1 h. After removal of the solvents in vacuo the residue was diluted with EtOAc (30 mL... The reactants are B(OC)(OC)OC (trimethyl borate), BrC1=C(C(=C(C=C1)OCC)Cl)F (1-bromo-3-chloro-4-ethoxy-2-fluoro benzene), C(C)(=O)OCC (ethyl acetate), [Mg] (magnesium). The solvent is C1CCOC1 (THF), Cl (hydrochloric acid), C1CCOC1 (THF), C1CCOC1 (THF). Reaction conditions: temperature 50 celsius, time 60 minute. Yields the product ClC=1C(=C(C=CC1OCC)B(O)O)F (3-chloro-4-ethoxy-2-fluorophenylboronic acid). The yield is 83.3%. Reaction SMILES: [Mg].Br[C:3]1[CH:8]=[CH:7][C:6]([O:9][CH2:10][CH3:11])=[C:5]([Cl:12])[C:4]=1[F:13].[B:14](OC)([O:17]C)[O:15]C.C(OCC)(=O)C>C1COCC1.Cl>[Cl:12][C:5]1[C:4]([F:13])=[C:3]([B:14]([OH:17])[OH:15])[CH:8]=[CH:7][C:6]=1[O:9][CH2:10][CH3:11]. Reported procedure: 4.79 g of well dried magnesium and 50 mL of THF were placed in a reactor under nitrogen atmosphere, and heated to 50° C. 50.0 g of the compound (1) dissolved in 200 mL of THF was added dropwise thereto at a temperature range of from 43 to 48° C. over 60 minutes, followed by stirring for 60 minutes. The reaction mixture was cooled to 25° C. Thereafter, the resulting reaction mixture was added dropwise to a solution of 24.6 g of trimethyl borate and 100 mL of THF having been cooled to −50° C. in a... The reactants are CCCCCCC(=O)Cl, O=C([O-])O, CC1CC2=CC(=O)CCC2C2C(F)CC3(C)C(O)CCC3C12, [Na+], C1CCOC1, c1ccncc1. Yields the product CCCCCCC(=O)OC1CCC2C3C(C)CC4=CC(=O)CCC4C3C(F)CC12C. Reaction SMILES: [C:23]([CH2:24][CH2:25][CH2:26][CH2:27][CH2:28][CH3:29])(=[O:30])[Cl:31].[C:32](=[O:33])([OH:34])[O-:35].[F:1][CH:2]1[CH:3]2[CH:4]3[CH2:5][CH2:6][C:7](=[O:22])[CH:8]=[C:9]3[CH2:10][CH:11]([CH3:21])[CH:12]2[CH:13]2[CH2:14][CH2:15][CH:16]([OH:20])[C:17]2([CH3:18])[CH2:19]1.[Na+:36].[O:37]1[CH2:38][CH2:39][CH2:40][CH2:41]1.[cH:42]1[cH:43][cH:44][n:45][cH:46][cH:47]1>>[F:1][CH:2]1[CH:3]2[CH:4]3[CH2:5][CH2:6][C:7](=[O:22])[CH:8]=[C:9]3[CH2:10][CH:11]([CH3:21])[CH:12]2[CH:13]2[CH2:14][CH2:15][CH:16]([O:20][C:23]([CH2:24][CH2:25][CH2:26][CH2:27][CH2:28][CH3:29])=[O:30])[C:17]2([CH3:18])[CH2:19]1.